Task: describe an organic reaction: reactants, conditions, products, and yield. Dataset: the Open Reaction Database (ORD), a public repository of structured organic reaction records The reactants are BrC1=CC(=CC=2N(C=NC21)CC2=C(C(=CC=C2)Cl)C)[N+](=O)[O-] (4-bromo-1-(3-chloro-2-methylbenzyl)-6-nitro-1H-benzo[d]imidazole), O.O.[Sn](Cl)Cl (Tin(II)chloride dihydrate), Cl (HCl). The solvent is CO (Methanol). Conditions: temperature 80 celsius, time 1 hour. The product is BrC1=CC(=CC=2N(C=NC21)CC2=C(C(=CC=C2)Cl)C)N (4-bromo-1-(3-chloro-2-methylbenzyl)-1H-benzo[d]imidazol-6-amine). Isolated yield 82.9%. Reaction SMILES: [Br:1][C:2]1[C:10]2[N:9]=[CH:8][N:7]([CH2:11][C:12]3[CH:17]=[CH:16][CH:15]=[C:14]([Cl:18])[C:13]=3[CH3:19])[C:6]=2[CH:5]=[C:4]([N+:20]([O-])=O)[CH:3]=1.O.O.[Sn](Cl)Cl.Cl>CO>[Br:1][C:2]1[C:10]2[N:9]=[CH:8][N:7]([CH2:11][C:12]3[CH:17]=[CH:16][CH:15]=[C:14]([Cl:18])[C:13]=3[CH3:19])[C:6]=2[CH:5]=[C:4]([NH2:20])[CH:3]=1 |f:1.2.3|. Reported procedure: To a solution of 4-bromo-1-(3-chloro-2-methylbenzyl)-6-nitro-1H-benzo[d]imidazole (3.05 g, 8.01 mmol) in Methanol (35 mL) in a 250 ml round bottomed flask was added Tin(II)chloride dihydrate (10.85 g, 48.1 mmol) and HCl (2.19 mL, 72.1 mmol). The reaction mixture was left to stir at 80° C. for 1 h. The solvent was removed and diluted with water (100 mL) and this solution was decanted into a 250 mL Erlenmeyer flask. The brown residue in the round bottomed flask was dissolved in 100 mL of EtOAc and... The reactants are COc1c(CBr)cccc1Oc1ccccc1, CS(C)=O, N#C[Na]. Yields the product COc1c(CC#N)cccc1Oc1ccccc1. RXN SMILES: [CH3:1][O:2][c:3]1[c:4]([O:11][c:12]2[cH:13][cH:14][cH:15][cH:16][cH:17]2)[cH:5][cH:6][cH:7][c:8]1[CH2:9][Br:10].[CH3:21][S:22](=[O:23])[CH3:24].[Na:18][C:19]#[N:20]>>[CH3:1][O:2][c:3]1[c:4]([O:11][c:12]2[cH:13][cH:14][cH:15][cH:16][cH:17]2)[cH:5][cH:6][cH:7][c:8]1[CH2:9][C:19]#[N:20]. Reactants: CC(C(=O)OC(C)I)(C)C (1-iodoethyl 2,2-dimethylpropionate), COCC=1CS[C@H]2N(C1C(=O)[O-])C(C2NC(COC2=CC=CC=C2)=O)=O.[Na+] (sodium 3-methoxymethyl7-phenoxyacetamido-3-cephem-4-carboxylate), O (water), C(C)(=O)OCC (ethyl acetate). Run in CN(C=O)C (dimethylformamide). Product: COCC=1CS[C@H]2N(C1C(=O)OC(C)OC(C(C)(C)C)=O)C(C2NC(COC2=CC=CC=C2)=O)=O (1-(2,2-Dimethylpropionyloxy)-ethyl 3-methoxymethyl-7-phenoxyacetamido-3-cephem-4-carboxylate). RXN SMILES: [CH3:1][C:2]([CH3:10])([CH3:9])[C:3]([O:5][CH:6](I)[CH3:7])=[O:4].[CH3:11][O:12][CH2:13][C:14]1[CH2:15][S:16][C@@H:17]2[CH:24]([NH:25][C:26](=[O:35])[CH2:27][O:28][C:29]3[CH:34]=[CH:33][CH:32]=[CH:31][CH:30]=3)[C:23](=[O:36])[N:18]2[C:19]=1[C:20]([O-:22])=[O:21].[Na+].O.C(OCC)(=O)C>CN(C)C=O>[CH3:11][O:12][CH2:13][C:14]1[CH2:15][S:16][C@@H:17]2[CH:24]([NH:25][C:26](=[O:35])[CH2:27][O:28][C:29]3[CH:30]=[CH:31][CH:32]=[CH:33][CH:34]=3)[C:23](=[O:36])[N:18]2[C:19]=1[C:20]([O:22][CH:6]([O:5][C:3](=[O:4])[C:2]([CH3:10])([CH3:9])[CH3:1])[CH3:7])=[O:21] |f:1.2|. Procedure: 25.7 g (100 mmol) of 1-iodoethyl 2,2-dimethylpropionate are added to 42.8 g (107 mmol) of sodium 3-methoxymethyl7-phenoxyacetamido-3-cephem-4-carboxylate in 430 ml of dry dimethylformamide. The reaction mixture is stirred at room temperature for a further hour and then poured onto a mixture of 2.5 1 of water and 1.5 1 of ethyl acetate. The aqueous phase is extracted again with ethyl acetate. The combined organic phases are washed with saturated sodium chloride-solution, dried over magnesium sulf... The reactants are CO, C(=NC1CCCCC1)=NC1CCCCC1, Cl, [Li+], NCc1ccc(C(=O)NC(CNC(=O)c2ccccc2)C(=O)O)c(Cl)c1, C1CCOC1, CN(C)C=O, [OH-], O, O, O=C(O)c1cccc(O)c1. The product is O=C(NCc1ccc(C(=O)NC(CNC(=O)c2ccccc2)C(=O)O)c(Cl)c1)c1cccc(O)c1. Reaction SMILES: [CH3:67][OH:68].[CH:37]1([N:38]=[C:39]=[N:40][CH:41]2[CH2:42][CH2:43][CH2:44][CH2:45][CH2:46]2)[CH2:47][CH2:48][CH2:49][CH2:50][CH2:51]1.[ClH:55].[Li+:54].[NH2:1][CH2:2][c:3]1[cH:4][c:5]([Cl:26])[c:6]([C:7](=[O:8])[NH:9][CH:10]([CH2:11][NH:12][C:13]([c:14]2[cH:15][cH:16][cH:17][cH:18][cH:19]2)=[O:20])[C:21](=[O:22])[OH:23])[cH:24][cH:25]1.[O:56]1[CH2:57][CH2:58][CH2:59][CH2:60]1.[O:61]=[CH:62][N:63]([CH3:64])[CH3:65].[OH-:53].[OH2:52].[OH2:66].[OH:27][C:28](=[O:29])[c:30]1[cH:31][cH:32][cH:33][c:34]([OH:35])[cH:36]1>>[NH:1]([CH2:2][c:3]1[cH:4][c:5]([Cl:26])[c:6]([C:7](=[O:8])[NH:9][CH:10]([CH2:11][NH:12][C:13]([c:14]2[cH:15][cH:16][cH:17][cH:18][cH:19]2)=[O:20])[C:21](=[O:22])[OH:23])[cH:24][cH:25]1)[C:28](=[O:27])[c:30]1[cH:31][cH:32][cH:33][c:34]([OH:35])[cH:36]1. Starting materials: CS(=O)(=O)C1=NSC(=N1)C1CC(CCC1)CC (3-methylsulfonyl-5-(3-ethylcyclohexyl)-1,2,4-thiadiazole), C(C#CC)O (2-butyn-1-ol), [H-].[Na+] (sodium hydride). The solvent is [Cl-].[Na+].O (brine), CN(C=O)C (N,N-dimethylformamide). Conditions: time 1 hour. Yields the product C(C)C1CC(CCC1)C1=NC(=NS1)OCC#CC (5-(3-ethylcyclohexyl)-3-(2-butynyloxy)-1,2,4-thiadiazole). Yield: 48.8%. RXN SMILES: CS([C:5]1[N:9]=[C:8]([CH:10]2[CH2:15][CH2:14][CH2:13][CH:12]([CH2:16][CH3:17])[CH2:11]2)[S:7][N:6]=1)(=O)=O.[CH2:18]([OH:22])[C:19]#[C:20][CH3:21].[H-].[Na+]>CN(C)C=O.[Cl-].[Na+].O>[CH2:16]([CH:12]1[CH2:13][CH2:14][CH2:15][CH:10]([C:8]2[S:7][N:6]=[C:5]([O:22][CH2:18][C:19]#[C:20][CH3:21])[N:9]=2)[CH2:11]1)[CH3:17] |f:2.3,5.6.7|. Procedure details: 170 mg of 3-methylsulfonyl-5-(3-ethylcyclohexyl)-1,2,4-thiadiazole and 52 mg of 2-butyn-1-ol were dissolved in 1.5 ml of N,N-dimethylformamide, 32 mg of sodium hydride (60% in oil) was added thereto under ice-cooling, and the reaction mixture was stirred for 1 hour under ice-cooling and for 12 hours under room temperature. Then, the reaction mixture was added to saturated brine, and extracted with t-butyl methyl ether. The organic layer was concentrated under reduced pressure, and the residue ob... The reactants are COC(CCN1[C@@H](CCCC1)COC1=CC=C(C=C1)OC1=CC=C(C=C1)Cl)=O (3-{(S)-2-[4-(4-Chloro-phenoxy)-phenoxymethyl]-piperidin-1-yl}-propionic acid methyl ester), Cl (HCl). Run in O1CCOCC1 (1,4-dioxane). Conditions: temperature 55 celsius, time 5 hour. Product: Cl.ClC1=CC=C(OC2=CC=C(OC[C@H]3N(CCCC3)CCC(=O)O)C=C2)C=C1 (3-{(S)-2-[4-(4-Chloro-phenoxy)-phenoxymethyl]-piperidin-1-yl}-propionic acid hydrochloride). RXN SMILES: C[O:2][C:3](=[O:28])[CH2:4][CH2:5][N:6]1[CH2:11][CH2:10][CH2:9][CH2:8][C@H:7]1[CH2:12][O:13][C:14]1[CH:19]=[CH:18][C:17]([O:20][C:21]2[CH:26]=[CH:25][C:24]([Cl:27])=[CH:23][CH:22]=2)=[CH:16][CH:15]=1.Cl>O1CCOCC1>[ClH:27].[Cl:27][C:24]1[CH:25]=[CH:26][C:21]([O:20][C:17]2[CH:16]=[CH:15][C:14]([O:13][CH2:12][C@@H:7]3[CH2:8][CH2:9][CH2:10][CH2:11][N:6]3[CH2:5][CH2:4][C:3]([OH:28])=[O:2])=[CH:19][CH:18]=2)=[CH:22][CH:23]=1 |f:3.4|. Procedure details: To the product from Example 58 (25 mg, 0.0612 mmol) in 1,4-dioxane (1 mL) was added 12N HCl (0.8 mL) and the resulting mixture was stirred at 55° C. for 5 h. The solvent was removed in vacuo to obtain the product as a solid. The oil was triturated with diethyl ether (4 mL) to obtain the title product as a white solid. (19 mg, 73%): MS; m/z 390 (M+H): LCMS (UV) 90%; 1H NMR (400 MHz, DMSO-d6) δ 1.5-1.54 (m, 1H), 1.77-1.79 (m, 4H), 1.95-1.98 (m, 1H) 2.79-2.84 (m, 2H), 3.05-3.1 (m, 1H), 3.37-3.47 (m... Reaction conditions: time 30 minute. Run in C(C)(C)O (isopropanol). Yields the product ClC=1C(N(SC1C(=O)OCC)C)=C(C#N)C#N (4-Chloro-3-dicyanomethylene-5-ethoxycarbonyl-2-methyl-4-isothiazoline). The reactants are FS(=O)(=O)[O-].ClC1=[N+](SC(=C1Cl)C(=O)OCC)C (3,4-Dichloro-5-ethoxycarbonyl-2-methylisothiazolium fluorosulfonate), C(CC#N)#N (Malononitrile). As a reaction SMILES: FS([O-])(=O)=O.Cl[C:7]1[C:11]([Cl:12])=[C:10]([C:13]([O:15][CH2:16][CH3:17])=[O:14])[S:9][N+:8]=1[CH3:18].[C:19](#[N:23])[CH2:20][C:21]#[N:22]>C(O)(C)C>[Cl:12][C:11]1[C:7](=[C:20]([C:19]#[N:23])[C:21]#[N:22])[N:8]([CH3:18])[S:9][C:10]=1[C:13]([O:15][CH2:16][CH3:17])=[O:14] |f:0.1|. Reported procedure: 3,4-Dichloro-5-ethoxycarbonyl-2-methylisothiazolium fluorosulfonate (7.5 g, 0.022 mole) was dissolved in 75 ml of isopropanol. Malononitrile (1.5 g, 0.023 mol) was added the mixture stirred for 30 min. The yellow solid was collected and washed with isopropanol to yield 2.6 g (44%) of product, mp 134-136. Analysis--Calculated for C10H8ClN3O2SO2 : C 44.51; H, 3.00; Cl, 13.16; N, 15.57; S, 11.90. Found: C, 44.34; H, 2.82; Cl, 12.60; N, 14.82; S, 11.42. Yield: 43.8%. Reactants: BrC=1C(=NC(=NC1)C(C)C)C(=O)O (5-bromo-2-isopropyl-pyrimidine-4-carboxylic acid), CNC(=O)C=1N(N=CC1N)C (4-amino-2-methyl-2H-pyrazole-3-carboxylic acid methylamide). The product is CN1N=CC(=C1C(NC)=O)NC(=O)C1=NC(=NC=C1Br)C(C)C (5-Bromo-2-isopropyl-pyrimidine-4-carboxylic acid (1-methyl-5-methylcarbamoyl-1H-pyrazol-4-yl)-amide). Reaction SMILES: [Br:1][C:2]1[C:3]([C:11]([OH:13])=O)=[N:4][C:5]([CH:8]([CH3:10])[CH3:9])=[N:6][CH:7]=1.[CH3:14][NH:15][C:16]([C:18]1[N:19]([CH3:24])[N:20]=[CH:21][C:22]=1[NH2:23])=[O:17]>>[CH3:24][N:19]1[C:18]([C:16](=[O:17])[NH:15][CH3:14])=[C:22]([NH:23][C:11]([C:3]2[C:2]([Br:1])=[CH:7][N:6]=[C:5]([CH:8]([CH3:9])[CH3:10])[N:4]=2)=[O:13])[CH:21]=[N:20]1. Procedure details: The product was obtained starting from 5-bromo-2-isopropyl-pyrimidine-4-carboxylic acid (intermediate A-4, step 1; 300 mg, 1.22 mmol) and 4-amino-2-methyl-2H-pyrazole-3-carboxylic acid methylamide (245 mg, 1.59 mmol) according to the method described in example 64, step 6 after extraction with ethyl acetate and purification by silica gel chromatography using ethyl acetate as light brown solid (472 mg, 96%). Reactants: ClC1=CC=C(C=C1)C(N1CC(C1)NS(=O)(=O)C1=CC=C(C=C1)F)C1=CC=C(C=C1)Cl (N-{1-[bis(4-chlorophenyl)methyl]azetidin-3-yl}-4-fluorophenylsulfonamide), [H-].[Na+] (sodium hydride), C(C)(=O)OCC (ethyl acetate), IC (iodomethane). Solvent: O1CCCC1 (tetrahydrofuran), O1CCCC1 (tetrahydrofuran), O (water). Conditions: temperature 20 celsius, time 1 hour. Yields the product ClC1=CC=C(C=C1)C(N1CC(C1)N(S(=O)(=O)C1=CC=C(C=C1)F)C)C1=CC=C(C=C1)Cl (N-{1-[bis(4-chlorophenyl)methyl]azetidin-3-yl}-N-methyl-4-fluorophenylsulfonamide). RXN SMILES: [Cl:1][C:2]1[CH:7]=[CH:6][C:5]([CH:8]([C:24]2[CH:29]=[CH:28][C:27]([Cl:30])=[CH:26][CH:25]=2)[N:9]2[CH2:12][CH:11]([NH:13][S:14]([C:17]3[CH:22]=[CH:21][C:20]([F:23])=[CH:19][CH:18]=3)(=[O:16])=[O:15])[CH2:10]2)=[CH:4][CH:3]=1.[H-].[Na+].IC.[C:35](OCC)(=O)C>O1CCCC1.O>[Cl:1][C:2]1[CH:3]=[CH:4][C:5]([CH:8]([C:24]2[CH:29]=[CH:28][C:27]([Cl:30])=[CH:26][CH:25]=2)[N:9]2[CH2:10][CH:11]([N:13]([CH3:35])[S:14]([C:17]3[CH:22]=[CH:21][C:20]([F:23])=[CH:19][CH:18]=3)(=[O:15])=[O:16])[CH2:12]2)=[CH:6][CH:7]=1 |f:1.2|. Procedure: A solution of 0.26 g of N-{1-[bis(4-chlorophenyl)methyl]azetidin-3-yl}-4-fluorophenylsulfonamide in 5 cm3 of tetrahydrofuran is added, at room temperature under an argon atmosphere, to a suspension of 20.5 mg of 80% sodium hydride in 10 cm3 of tetrahydrofuran. After stirring for 1 hour at around 20° C., 60 mm3 of iodomethane are added and then after stirring for an additional 16 hours, the suspension is supplemented with 30 cm3 of ethyl acetate and 20 cm3 of distilled water. The organic phase is... Starting materials: CC1=CC=C(C=C1)C=1OC2=C(C1)C=C(C=C2)C(=O)NC2=CC=C(C=C2)CN(C2CCOCC2)C (2-(4-methylphenyl)-N-[4-(N-methyl-N-(tetrahydropyran-4-yl)aminomethyl)phenyl]benzofuran-5-carboxamide), CI (methyl iodide). Solvent: CN(C)C=O (DMF). Reaction conditions: time 24 hour. Yields the product [I-].C[N+](CC1=CC=C(C=C1)NC(=O)C=1C=CC2=C(C=C(O2)C2=CC=C(C=C2)C)C1)(C)C1CCOCC1 (N,N-dimethyl-N-[4-[[2-(4-methylphenyl)benzofuran-5-carbonyl]amino]-benzyl]-4-tetrahydropyranyl ammonium iodide). Reaction SMILES: [CH3:1][C:2]1[CH:7]=[CH:6][C:5]([C:8]2[O:9][C:10]3[CH:16]=[CH:15][C:14]([C:17]([NH:19][C:20]4[CH:25]=[CH:24][C:23]([CH2:26][N:27]([CH3:34])[CH:28]5[CH2:33][CH2:32][O:31][CH2:30][CH2:29]5)=[CH:22][CH:21]=4)=[O:18])=[CH:13][C:11]=3[CH:12]=2)=[CH:4][CH:3]=1.[CH3:35][I:36]>CN(C=O)C>[I-:36].[CH3:34][N+:27]([CH:28]1[CH2:33][CH2:32][O:31][CH2:30][CH2:29]1)([CH3:35])[CH2:26][C:23]1[CH:24]=[CH:25][C:20]([NH:19][C:17]([C:14]2[CH:15]=[CH:16][C:10]3[O:9][C:8]([C:5]4[CH:6]=[CH:7][C:2]([CH3:1])=[CH:3][CH:4]=4)=[CH:12][C:11]=3[CH:13]=2)=[O:18])=[CH:21][CH:22]=1 |f:3.4|. Reported procedure: To a solution of 2-(4-methylphenyl)-N-[4-(N-methyl-N-(tetrahydropyran-4-yl)aminomethyl)phenyl]benzofuran-5-carboxamide (120 mg) in DMF (20 ml) was added at room temperature methyl iodide (0.04 ml), and the mixture was stirred for 24 hours. Under reduced pressure, the solvent was evaporated, and to the residue was added ethanol. The resulting crystals were collected by filtration to give yellow crystals of N,N-dimethyl-N-[4-[[2-(4-methylphenyl)benzofuran-5-carbonyl]amino]-benzyl]-4-tetrahydropyra...